From a dataset of the Open Reaction Database (ORD), a public repository of structured organic reaction records. describe an organic reaction: reactants, conditions, products, and yield The reactants are OCc1cc(Br)cc2ccoc12, C1COCCO1. Yields the product O=Cc1cc(Br)cc2ccoc12. RXN SMILES: [Br:1][c:2]1[cH:3][c:4]([CH2:11][OH:12])[c:5]2[c:6]([cH:7][cH:8][o:9]2)[cH:10]1.[O:13]1[CH2:14][CH2:15][O:16][CH2:17][CH2:18]1>>[Br:1][c:2]1[cH:3][c:4]([CH:11]=[O:12])[c:5]2[c:6]([cH:7][cH:8][o:9]2)[cH:10]1.